This data is from the Open Reaction Database (ORD), a public repository of structured organic reaction records. The task is: describe an organic reaction: reactants, conditions, products, and yield Reactants: ClCC=O (chloroacetaldehyde), C([O-])(O)=O.[Na+] (sodium bicarbonate), IC=1C=C2C=CC(=NC2=CC1)N (6-Iodo-quinolin-2-ylamine). Run in O1CCOCC1 (1,4-dioxane). Run at temperature 80 celsius. Yields the product IC=1C=C2C=CC=3N(C2=CC1)C=CN3 (7-Iodo-imidazo[1,2-a]quinoline). RXN SMILES: Cl[CH2:2][CH:3]=O.C(=O)(O)[O-].[Na+].[I:10][C:11]1[CH:12]=[C:13]2[C:18](=[CH:19][CH:20]=1)[N:17]=[C:16]([NH2:21])[CH:15]=[CH:14]2>O1CCOCC1>[I:10][C:11]1[CH:12]=[C:13]2[C:18](=[CH:19][CH:20]=1)[N:17]1[CH:2]=[CH:3][N:21]=[C:16]1[CH:15]=[CH:14]2 |f:1.2|. Procedure details: To chloroacetaldehyde (50 wt %, 460 mg, 2.92 mmol) and sodium bicarbonate (613 mg, 7.3 mmol) was added 6-Iodo-quinolin-2-ylamine (390 mg, 1.46 mmol) in 1,4-dioxane (5 mL). The mixture was heated to 80° C. overnight, and then cooled to room temperature. The solvent was removed in vacuo, and the residue was purified by silica gel chromatography (50-100% EtOAc in hexanes) to obtain the desired product, 1g. Starting materials: BrCc1ccccc1, Cc1[nH]c2c(N3CCc4ccccc4C3)nccc2c1C, Cl, [H-], [Na+], C1CCOC1. The product is Cc1c(C)n(Cc2ccccc2)c2c(N3CCc4ccccc4C3)nccc12, Cl. Reaction SMILES: [Br:3][CH2:4][c:5]1[cH:6][cH:7][cH:8][cH:9][cH:10]1.[CH2:12]1[N:13]([c:22]2[n:23][cH:24][cH:25][c:26]3[c:27]2[nH:28][c:29]([CH3:32])[c:30]3[CH3:31])[CH2:14][CH2:15][c:16]2[cH:17][cH:18][cH:19][cH:20][c:21]21.[ClH:11].[H-:1].[Na+:2].[O:33]1[CH2:34][CH2:35][CH2:36][CH2:37]1>>[CH2:4]([c:5]1[cH:6][cH:7][cH:8][cH:9][cH:10]1)[n:28]1[c:27]2[c:22]([N:13]3[CH2:12][c:21]4[c:16]([cH:17][cH:18][cH:19][cH:20]4)[CH2:15][CH2:14]3)[n:23][cH:24][cH:25][c:26]2[c:30]([CH3:31])[c:29]1[CH3:32].[ClH:11].